From a dataset of the Open Reaction Database (ORD), a public repository of structured organic reaction records. describe an organic reaction: reactants, conditions, products, and yield The reactants are C(#N)C=1SC(=C2C1CC(CC2=O)(C)C)S(=O)(=O)C (1-cyano-6,6-dimethyl-3-methanesulphonyl-4,5,6,7-tetrahydrobenzo[c]thiophen-4-one), C(C(C)C)[Mg]Cl (isobutylmagnesium chloride). Run in C1CCOC1 (THF). Reaction conditions: time 2 hour. Yields the product C(#N)C=1SC(=C2C1CC(CC2=O)(C)C)CC(C)C (1-Cyano-6,6-dimethyl-3(2-methylprop-1-yl)-4,5,6,7-tetrahydrobenzo[c]thiophen-4-one). Isolated yield 38.0%. Reaction SMILES: [C:1]([C:3]1[S:4][C:5](S(C)(=O)=O)=[C:6]2[C:11](=[O:12])[CH2:10][C:9]([CH3:14])([CH3:13])[CH2:8][C:7]=12)#[N:2].[CH2:19]([Mg]Cl)[CH:20]([CH3:22])[CH3:21]>C1COCC1>[C:1]([C:3]1[S:4][C:5]([CH2:19][CH:20]([CH3:22])[CH3:21])=[C:6]2[C:11](=[O:12])[CH2:10][C:9]([CH3:14])([CH3:13])[CH2:8][C:7]=12)#[N:2]. Reported procedure: To a stirred solution of 1-cyano-6,6-dimethyl-3-methanesulphonyl-4,5,6,7-tetrahydrobenzo[c]thiophen-4-one (1.5 g, 5.3 mmol) in THF (15 mL) at −10° C. was added isobutylmagnesium chloride. After 1 h the cooling bath was removed and the mixture stirred at room temperature for 2 h. After this time the mixture was partitioned between EtOAc (20 mL) and water (20 mL). The organic layer was separated, dried (Na2SO4) and evaporated. The residue was chromatographed on silica gel, eluting with petrol: EtO...